Dataset: the Open Reaction Database (ORD), a public repository of structured organic reaction records. Task: describe an organic reaction: reactants, conditions, products, and yield The reactants are CC1=C(C(NC2=CC=CC=C12)=O)C1=CC=CC=C1 (4-methyl-3-phenylquinolin-2-one), P(=O)(Cl)(Cl)Cl (phosphorus oxychloride). Run in ice water. Product: ClC1=NC2=CC=CC=C2C(=C1C1=CC=CC=C1)C (2-chloro-4-methyl-3-phenylquinoline). RXN SMILES: [CH3:1][C:2]1[C:11]2[C:6](=[CH:7][CH:8]=[CH:9][CH:10]=2)[NH:5][C:4](=O)[C:3]=1[C:13]1[CH:18]=[CH:17][CH:16]=[CH:15][CH:14]=1.P(Cl)(Cl)([Cl:21])=O>>[Cl:21][C:4]1[C:3]([C:13]2[CH:18]=[CH:17][CH:16]=[CH:15][CH:14]=2)=[C:2]([CH3:1])[C:11]2[C:6](=[CH:7][CH:8]=[CH:9][CH:10]=2)[N:5]=1. Procedure details: A mixture of 4-methyl-3-phenylquinolin-2-one (1.18 g.) and phosphorus oxychloride (60 ml.) was heated under reflux for 2 hr. The mixture was cooled and poured into ice-water (200 ml.), and the resulting mixture was extracted with ethyl acetate (3×50 ml.). The ethyl acetate extract was washed successively with saturated sodium carbonate solution (3×50 ml.) and water (50 ml.), dried (Na2SO4), and evaporated in vacuo to dryness. The residue was crystallised from cyclohexane to give 2-chloro-4-methy... Starting materials: CCN(CC)CC(Cc1ccc(OCc2ccccc2)cc1)NC(=O)OC(C)(C)C, ClCCl. Product: CCN(CC)CC(N)Cc1ccc(OCc2ccccc2)cc1. Reaction SMILES: [C:1]([O:2][C:3](=[O:4])[NH:7][CH:8]([CH2:9][c:10]1[cH:11][cH:12][c:13]([O:16][CH2:17][c:18]2[cH:19][cH:20][cH:21][cH:22][cH:23]2)[cH:14][cH:15]1)[CH2:24][N:25]([CH2:26][CH3:27])[CH2:28][CH3:29])([CH3:5])([CH3:6])[CH3:30].[Cl:31][CH2:32][Cl:33]>>[NH2:7][CH:8]([CH2:9][c:10]1[cH:11][cH:12][c:13]([O:16][CH2:17][c:18]2[cH:19][cH:20][cH:21][cH:22][cH:23]2)[cH:14][cH:15]1)[CH2:24][N:25]([CH2:26][CH3:27])[CH2:28][CH3:29]. Reactants: Cn1c2c(c3cc(O)ccc31)CCC2=NCc1ccccc1, CN=C=O, ClCCl. Product: CNC(=O)Oc1ccc2c(c1)c1c(n2C)C(=NCc2ccccc2)CC1. Reaction SMILES: [CH3:1][n:2]1[c:3]2[c:4]([c:5]3[cH:6][c:7]([OH:11])[cH:8][cH:9][c:10]13)[CH2:12][CH2:13][C:14]2=[N:15][CH2:16][c:17]1[cH:18][cH:19][cH:20][cH:21][cH:22]1.[CH3:23][N:24]=[C:25]=[O:26].[Cl:27][CH2:28][Cl:29]>>[CH3:1][n:2]1[c:3]2[c:4]([c:5]3[cH:6][c:7]([O:11][C:25]([NH:24][CH3:23])=[O:26])[cH:8][cH:9][c:10]13)[CH2:12][CH2:13][C:14]2=[N:15][CH2:16][c:17]1[cH:18][cH:19][cH:20][cH:21][cH:22]1. Procedure: 2,3-Dihydrobenzofuran-2-carboxylic acid (0.109 g) was added to a stirred mixture of N-(5-amino-2-methylphenyl)-3-(4-methylpiperazin-1-ylmethyl)benzamide (0.15 g), diisopropyethyllamine (0.232 ml), 2-(7-azabenzotriazol-1-yl)-1,1,3,3-tetramethyluronium hexafluorophosphate(V) (0.253 g) and DMF (10 ml) and the mixture was stirred at ambient temperature for 66 hours. The mixture was partitioned between methylene chloride and water. The organic phase was washed with a saturated aqueous solution of sod... Starting materials: O1C(CC2=C1C=CC=C2)C(=O)O (2,3-Dihydrobenzofuran-2-carboxylic acid), NC=1C=CC(=C(C1)NC(C1=CC(=CC=C1)CN1CCN(CC1)C)=O)C (N-(5-amino-2-methylphenyl)-3-(4-methylpiperazin-1-ylmethyl)benzamide), 2-(7-azabenzotriazol-1-yl)-1,1,3,3-tetramethyluronium hexafluorophosphate(V), CN(C)C=O (DMF). Reaction SMILES: [O:1]1[C:5]2[CH:6]=[CH:7][CH:8]=[CH:9][C:4]=2[CH2:3][CH:2]1C(O)=O.[NH2:13][C:14]1[CH:15]=[CH:16][C:17]([CH3:37])=[C:18]([NH:20][C:21](=[O:36])[C:22]2[CH:27]=[CH:26][CH:25]=[C:24]([CH2:28][N:29]3[CH2:34][CH2:33][N:32]([CH3:35])[CH2:31][CH2:30]3)[CH:23]=2)[CH:19]=1.CN([CH:41]=[O:42])C>CC(C)=O>[CH3:35][N:32]1[CH2:31][CH2:30][N:29]([CH2:28][C:24]2[CH:23]=[C:22]([CH:27]=[CH:26][CH:25]=2)[C:21]([NH:20][C:18]2[CH:19]=[C:14]([NH:13][C:41]([C:8]3[CH:7]=[CH:6][C:5]4[O:1][CH2:2][CH2:3][C:4]=4[CH:9]=3)=[O:42])[CH:15]=[CH:16][C:17]=2[CH3:37])=[O:36])[CH2:34][CH2:33]1. Reaction conditions: time 66 hour. The product is CN1CCN(CC1)CC=1C=C(C(=O)NC=2C=C(C=CC2C)NC(=O)C=2C=CC3=C(CCO3)C2)C=CC1 (N-{3-[3-(4-methylpiperazin-1-ylmethyl)benzamido]-4-methylphenyl}-2,3-dihydrobenzofuran-5-carboxamide). Solvent: CC(=O)C (acetone). Reactants: NC1=CC(=C(C(=O)OC)C=C1)C (methyl 4-amino-2-methyl-benzoate), C(C(=C)CC(=O)O)(=O)O (itaconic acid). Run in C=1(C(=CC=CC1)C)C (xylene). Product: COC(=O)C1=C(C=C(C=C1)N1CC(CC1=O)C(=O)O)C (1-(4-methoxycarbonyl-3-methyl-phenyl)-5-oxo-pyrrolidine-3-carboxylic acid). As a reaction SMILES: [NH2:1][C:2]1[CH:11]=[CH:10][C:5]([C:6]([O:8][CH3:9])=[O:7])=[C:4]([CH3:12])[CH:3]=1.[C:13]([OH:21])(=[O:20])[C:14]([CH2:16][C:17](O)=[O:18])=[CH2:15]>C1(C)C(C)=CC=CC=1>[CH3:9][O:8][C:6]([C:5]1[CH:10]=[CH:11][C:2]([N:1]2[C:17](=[O:18])[CH2:16][CH:14]([C:13]([OH:21])=[O:20])[CH2:15]2)=[CH:3][C:4]=1[CH3:12])=[O:7]. Procedure: 10 g (60.5 mmol) methyl 4-amino-2-methyl-benzoate and 7.9 g (60.5 mmol) itaconic acid are suspended in 50 ml xylene and refluxed for seven hours. The reaction mixture is cooled to ambient temperature and evaporated to dryness. The residue is suspended in methanol. The undissolved solid is filtered off and dried until the weight remains constant.